From a dataset of the Open Reaction Database (ORD), a public repository of structured organic reaction records. describe an organic reaction: reactants, conditions, products, and yield Reactants: ClCl (chlorine), ClC=1C=C(C=CC1N1N=CC=C1)C (1-(3-chloro-p-tolyl)pyrazole). The solvent is C(Cl)(Cl)Cl (chloroform), C(Cl)(Cl)Cl (chloroform). Conditions: time 2 hour. The product is ClC=1C=NN(C1)C1=C(C=C(C=C1)C)Cl (4-chloro-1-(3-chloro-p-tolyl)pyrazole). Isolated yield 90.6%. RXN SMILES: [Cl:1]Cl.[Cl:3][C:4]1[CH:5]=[C:6]([CH3:15])[CH:7]=[CH:8][C:9]=1[N:10]1[CH:14]=[CH:13][CH:12]=[N:11]1>C(Cl)(Cl)Cl>[Cl:1][C:13]1[CH:12]=[N:11][N:10]([C:9]2[CH:8]=[CH:7][C:6]([CH3:15])=[CH:5][C:4]=2[Cl:3])[CH:14]=1. Reported procedure: A cooled solution of 8 g (113 mmoles) of chlorine in 50 ml of chloroform is added dropwise at 0° C. to a solution of 19.8 g (103 mmoles) of 1-(3-chloro-p-tolyl)pyrazole in 100 ml of chloroform, and stirring is effected for a further 2 hours at from 3° to 8° C. The organic phase is washed with water and dilute sodium dithionite solution; drying is effected, followed by concentration to dryness to produce 21.2 g (91% of theory) of 4-chloro-1-(3-chloro-p-tolyl)pyrazole (m.p. 69° to 70° C.). Starting materials: C(C1=CC=CC=C1)OC1=C2C=CNC2=CC=C1 (4-benzyloxy-indole), CI (MeI), [H-].[Na+] (NaH). Product: C(C1=CC=CC=C1)OC1=C2C=CN(C2=CC=C1)C (4-benzyloxy-1-methyl-indole). Reaction SMILES: [CH2:1]([O:8][C:9]1[CH:17]=[CH:16][CH:15]=[C:14]2[C:10]=1[CH:11]=[CH:12][NH:13]2)[C:2]1[CH:7]=[CH:6][CH:5]=[CH:4][CH:3]=1.[CH3:18]I.[H-].[Na+]>>[CH2:1]([O:8][C:9]1[CH:17]=[CH:16][CH:15]=[C:14]2[C:10]=1[CH:11]=[CH:12][N:13]2[CH3:18])[C:2]1[CH:3]=[CH:4][CH:5]=[CH:6][CH:7]=1 |f:2.3|. Reported procedure: Compounds of Formula I can be prepared as illustrated by exemplary reaction in Scheme 1. Reaction of 4-benzyloxy-indole with MeI in the presence of a base such as NaH produced 4-benzyloxy-1-methyl-indole. The benzyl protecting group was removed by hydrogenation to give the 4-hydroxy-1-methyl-indole. Reaction of 4-hydroxy-1-methyl-indole with an aryl-aldehyde such as 5-bromoveratraldehyde and malononitrile in the presence of a base such as piperidine produced the substituted 7-methyl-pyrrolo[2,3-... Reactants: CCOCC, Nc1cccc(C(F)(F)F)c1F, O=C1CCC(=O)N1Br, CN(C)C=O. Yields the product Nc1ccc(Br)c(C(F)(F)F)c1F. Reaction SMILES: [CH3:26][CH2:27][O:28][CH2:29][CH3:30].[F:1][c:2]1[c:3]([NH2:4])[cH:5][cH:6][cH:7][c:8]1[C:9]([F:10])([F:11])[F:12].[O:13]=[C:14]1[N:15]([Br:20])[C:16](=[O:17])[CH2:18][CH2:19]1.[O:21]=[CH:22][N:23]([CH3:24])[CH3:25]>>[F:1][c:2]1[c:3]([NH2:4])[cH:5][cH:6][c:7]([Br:20])[c:8]1[C:9]([F:10])([F:11])[F:12]. The reactants are Cc1ccc(Br)cc1, CCOC(C)=O, CNC1CCCCC1NC, CCCCCC, Cc1ccccc1, Clc1n[nH]c2ccccc12, [Cu]I, [K+], [K+], [K+], O=P([O-])([O-])[O-]. Product: Cc1ccc(-n2nc(Cl)c3ccccc32)cc1. Reaction SMILES: [Br:11][c:12]1[cH:13][cH:14][c:15]([CH3:18])[cH:16][cH:17]1.[C:39]([O:40][CH2:41][CH3:42])(=[O:43])[CH3:44].[CH3:27][NH:28][CH:29]1[CH2:30][CH2:31][CH2:32][CH2:33][CH:34]1[NH:35][CH3:36].[CH3:45][CH2:46][CH2:47][CH2:48][CH2:49][CH3:50].[CH3:51][c:52]1[cH:53][cH:54][cH:55][cH:56][cH:57]1.[Cl:1][c:2]1[n:3][nH:4][c:5]2[cH:6][cH:7][cH:8][cH:9][c:10]12.[Cu:37][I:38].[K+:24].[K+:25].[K+:26].[P:19]([O-:20])([O-:21])([O-:22])=[O:23]>>[Cl:1][c:2]1[n:3][n:4](-[c:12]2[cH:13][cH:14][c:15]([CH3:18])[cH:16][cH:17]2)[c:5]2[cH:6][cH:7][cH:8][cH:9][c:10]12.